Dataset: the Open Reaction Database (ORD), a public repository of structured organic reaction records. Task: describe an organic reaction: reactants, conditions, products, and yield Reactants: CCOC(=O)C1(Cc2ccc(Br)cc2I)CCC(C(F)(F)F)CC1, C1CCOC1, CC(C)[Mg+], [Cl-], [Cl-], [Li+]. The product is O=C1c2cc(Br)ccc2CC12CCC(C(F)(F)F)CC2. Reaction SMILES: [Br:1][c:2]1[cH:3][c:4]([I:24])[c:5]([CH2:6][C:7]2([C:17]([O:19][CH2:18][CH3:20])=[O:21])[CH2:8][CH2:9][CH:10]([C:13]([F:14])([F:15])[F:16])[CH2:11][CH2:12]2)[cH:22][cH:23]1.[CH2:32]1[O:33][CH2:34][CH2:35][CH2:36]1.[CH:28]([Mg+:29])([CH3:30])[CH3:31].[Cl-:25].[Cl-:27].[Li+:26]>>[Br:1][c:2]1[cH:3][c:4]2[c:5]([cH:22][cH:23]1)[CH2:6][C:7]1([CH2:8][CH2:9][CH:10]([C:13]([F:14])([F:15])[F:16])[CH2:11][CH2:12]1)[C:17]2=[O:19]. The reactants are crystals, crude product, C (charcoal), [N+](=O)([O-])C1=CC=2C(C3=CC(=CC=C3C2C=C1)[N+](=O)[O-])(CCCCCCCC)CCCCCCCC (2,7-Dinitro-9,9-dioctylfluorene), [H][H] (hydrogen), CC(OCC)=O (EA). The reagents and catalysts are [Pd] (Palladium on carbon). Solvent: C(Cl)(Cl)Cl (CHCl3), O1CCCC1 (tetrahydrofuran), C(C)O (ethanol). Product: NC1=CC=2C(C3=CC(=CC=C3C2C=C1)N)(CCCCCCCC)CCCCCCCC (2,7-Diamino-9,9-diocty-fluorene). RXN SMILES: [N+:1]([C:4]1[CH:16]=[CH:15][C:14]2[C:13]3[C:8](=[CH:9][C:10]([N+:17]([O-])=O)=[CH:11][CH:12]=3)[C:7]([CH2:28][CH2:29][CH2:30][CH2:31][CH2:32][CH2:33][CH2:34][CH3:35])([CH2:20][CH2:21][CH2:22][CH2:23][CH2:24][CH2:25][CH2:26][CH3:27])[C:6]=2[CH:5]=1)([O-])=O.[H][H].C.CC(=O)OCC>C(O)C.O1CCCC1.[Pd].C(Cl)(Cl)Cl>[NH2:1][C:4]1[CH:16]=[CH:15][C:14]2[C:13]3[C:8](=[CH:9][C:10]([NH2:17])=[CH:11][CH:12]=3)[C:7]([CH2:28][CH2:29][CH2:30][CH2:31][CH2:32][CH2:33][CH2:34][CH3:35])([CH2:20][CH2:21][CH2:22][CH2:23][CH2:24][CH2:25][CH2:26][CH3:27])[C:6]=2[CH:5]=1. Procedure: 2,7-Dinitro-9,9-dioctylfluorene (27.84 g, 57.93 mmol) was dissolved in absolute ethanol (90 mL) and tetrahydrofuran (THF, 50 mL). Palladium on carbon (5%, 0.5 g) was subsequently added. The mixture was placed on a Parr hydrogenator and shaken under 40 psi of hydrogen for 4 hrs. at room temperature. The mixture was filtered through CELITE® and the solvent removed by rotary evaporation to afford a red-brown liquid. The crude product was dissolved in CHCl3 and stirred with decolorizing charcoal for... The reactants are C(C1=CC=CC=C1)N1CC(OCC1)COC (N-Benzyl-2 methoxymethylmorpholine), C(C)O (ethanol), Cl (hydrogen chloride). Product: Cl.COCC1CNCCO1 (2-methoxymethylmorpholine hydrochloride). Reaction SMILES: C([N:8]1[CH2:13][CH2:12][O:11][CH:10]([CH2:14][O:15][CH3:16])[CH2:9]1)C1C=CC=CC=1.C(O)C.[ClH:20]>>[ClH:20].[CH3:16][O:15][CH2:14][CH:10]1[O:11][CH2:12][CH2:13][NH:8][CH2:9]1 |f:3.4|. Procedure details: N-Benzyl-2 methoxymethylmorpholine is subjected to hydrogenolysis in hydrogen chloride-containing ethanol in the same manner as described in Reference Example 15 to give 2-methoxymethylmorpholine hydrochloride.